Dataset: the Open Reaction Database (ORD), a public repository of structured organic reaction records. Task: describe an organic reaction: reactants, conditions, products, and yield Starting materials: Cc1cc(O)c(O)cc1S(=O)(=O)c1ccc(Br)cc1, O=C(O)C(Br)Br, O=C([O-])[O-], CN(C)C=O, [K+], [K+]. Product: Cc1cc2c(cc1S(=O)(=O)c1ccc(Br)cc1)OC(C(=O)O)O2. Reaction SMILES: [Br:1][c:2]1[cH:3][cH:4][c:5]([S:8](=[O:9])(=[O:10])[c:11]2[cH:12][c:13]([OH:19])[c:14]([OH:18])[cH:15][c:16]2[CH3:17])[cH:6][cH:7]1.[Br:26][CH:27]([C:28](=[O:29])[OH:30])[Br:31].[C:20](=[O:21])([O-:22])[O-:23].[CH3:32][N:33]([CH3:34])[CH:35]=[O:36].[K+:24].[K+:25]>>[Br:1][c:2]1[cH:3][cH:4][c:5]([S:8](=[O:9])(=[O:10])[c:11]2[cH:12][c:13]3[c:14]([cH:15][c:16]2[CH3:17])[O:18][CH:27]([C:28](=[O:29])[OH:30])[O:19]3)[cH:6][cH:7]1. RXN SMILES: [C:14]([c:15]1[cH:16][cH:17][cH:18][cH:19][cH:20]1)(=[O:21])[Cl:22].[CH:1]1([CH2:6][OH:7])[CH2:2][CH:3]=[CH:4][CH2:5]1.[OH2:23].[cH:8]1[cH:9][cH:10][n:11][cH:12][cH:13]1>>[CH:1]1([CH2:6][O:7][C:14]([c:15]2[cH:16][cH:17][cH:18][cH:19][cH:20]2)=[O:21])[CH2:2][CH:3]=[CH:4][CH2:5]1. The product is O=C(OCC1CC=CC1)c1ccccc1. The reactants are O=C(Cl)c1ccccc1, OCC1CC=CC1, O, c1ccncc1. Reactants: C(C)(=O)O.C(C)(=O)O.C(C)(=O)O.CC1=C(C(=NC(=N1)N)N)N1CCNCC1 (6-methyl-5-(1-piperazinyl)-2,4-pyrimidinediamine triacetate), FC1=CC=C(C=C1)S(=O)(=O)N(C)C (4-fluoro-N,N-dimethylbenzenesulfonamide), [F-].[K+] (potassium fluoride), C([O-])([O-])=O.[K+].[K+] (potassium carbonate), ice water. The solvent is CS(=O)C (dimethylsulfoxide). Run at temperature 120 celsius. Product: NC1=NC(=C(C(=N1)N)N1CCN(CC1)C1=CC=C(C=C1)S(=O)(=O)N(C)C)C (4-[4-(2,4 -Diamino-6-methyl-5-pyrimidinyl)-1-piperazinyl]-N,N-dimethylbenzenesulfonamide). Isolated yield 33.2%. RXN SMILES: C(O)(=O)C.C(O)(=O)C.C(O)(=O)C.[CH3:13][C:14]1[N:19]=[C:18]([NH2:20])[N:17]=[C:16]([NH2:21])[C:15]=1[N:22]1[CH2:27][CH2:26][NH:25][CH2:24][CH2:23]1.F[C:29]1[CH:34]=[CH:33][C:32]([S:35]([N:38]([CH3:40])[CH3:39])(=[O:37])=[O:36])=[CH:31][CH:30]=1.[F-].[K+].C(=O)([O-])[O-].[K+].[K+]>CS(C)=O>[NH2:20][C:18]1[N:17]=[C:16]([NH2:21])[C:15]([N:22]2[CH2:27][CH2:26][N:25]([C:29]3[CH:30]=[CH:31][C:32]([S:35]([N:38]([CH3:40])[CH3:39])(=[O:36])=[O:37])=[CH:33][CH:34]=3)[CH2:24][CH2:23]2)=[C:14]([CH3:13])[N:19]=1 |f:0.1.2.3,5.6,7.8.9|. Reported procedure: A mixture of 10.4 g (0.05 mole) of 6-methyl-5-(1-piperazinyl)-2,4-pyrimidinediamine triacetate, 10.1 g (0.05 mole) of 4-fluoro-N,N-dimethylbenzenesulfonamide, 6.4 g (0.055 mole) of anhydrous potassium fluoride, and 27.6 g (0.2 mole) of powdered potassium carbonate in 100 ml of dimethylsulfoxide was heated at 120° C. for four hours. The reaction mixture was cooled and poured into 300 ml of ice water. The solid was collected and washed with ml of water. Recystallization from N,N-dimethylformamide ... The reactants are COC(C1=CC(=CC=C1)SC1=C(NC2=CC(=CC=C12)Cl)C)=O (3-(6-chloro-2-methyl-1H-indol-3-ylsulfanyl)-benzoic acid methyl ester), BrC=1C=NC=C(C1)OC (3-bromo-5-methoxypyridine). The product is COC(C1=CC(=CC=C1)SC1=C(N(C2=CC(=CC=C12)Cl)C=1C=NC=C(C1)OC)C)=O (3-[6-Chloro-1-(5-methoxy-pyridin-3-yl)-2-methyl-1H-indol-3-ylsulfanyl]-benzoic acid methyl ester). As a reaction SMILES: [CH3:1][O:2][C:3](=[O:22])[C:4]1[CH:9]=[CH:8][CH:7]=[C:6]([S:10][C:11]2[C:19]3[C:14](=[CH:15][C:16]([Cl:20])=[CH:17][CH:18]=3)[NH:13][C:12]=2[CH3:21])[CH:5]=1.Br[C:24]1[CH:25]=[N:26][CH:27]=[C:28]([O:30][CH3:31])[CH:29]=1>>[CH3:1][O:2][C:3](=[O:22])[C:4]1[CH:9]=[CH:8][CH:7]=[C:6]([S:10][C:11]2[C:19]3[C:14](=[CH:15][C:16]([Cl:20])=[CH:17][CH:18]=3)[N:13]([C:24]3[CH:25]=[N:26][CH:27]=[C:28]([O:30][CH3:31])[CH:29]=3)[C:12]=2[CH3:21])[CH:5]=1. Procedure: Prepared according to the procedure described in Example 27, Step 1, using the following starting materials: 3-(6-chloro-2-methyl-1H-indol-3-ylsulfanyl)-benzoic acid methyl ester and 3-bromo-5-methoxypyridine.